Dataset: the Open Reaction Database (ORD), a public repository of structured organic reaction records. Task: describe an organic reaction: reactants, conditions, products, and yield Reactants: Cc1ccccc1, CCOC(C)=O, COC(=O)c1cc(-c2nc(COc3ccc(CO)cc3OC)c(C)o2)ccc1OS(C)(=O)=O, O=S(Cl)Cl. Product: COC(=O)c1cc(-c2nc(COc3ccc(CCl)cc3OC)c(C)o2)ccc1OS(C)(=O)=O. RXN SMILES: [CH3:34][c:35]1[cH:36][cH:37][cH:38][cH:39][cH:40]1.[CH3:45][CH2:46][O:47][C:48](=[O:49])[CH3:50].[OH:1][CH2:2][c:3]1[cH:4][c:5]([O:32][CH3:33])[c:6]([O:7][CH2:8][c:9]2[n:10][c:11](-[c:15]3[cH:16][cH:17][c:18]([O:25][S:26](=[O:27])(=[O:28])[CH3:29])[c:19]([C:20](=[O:21])[O:22][CH3:23])[cH:24]3)[o:12][c:13]2[CH3:14])[cH:30][cH:31]1.[S:41]([Cl:42])([Cl:43])=[O:44]>>[CH2:2]([c:3]1[cH:4][c:5]([O:32][CH3:33])[c:6]([O:7][CH2:8][c:9]2[n:10][c:11](-[c:15]3[cH:16][cH:17][c:18]([O:25][S:26](=[O:27])(=[O:28])[CH3:29])[c:19]([C:20](=[O:21])[O:22][CH3:23])[cH:24]3)[o:12][c:13]2[CH3:14])[cH:30][cH:31]1)[Cl:43].